This data is from the Open Reaction Database (ORD), a public repository of structured organic reaction records. The task is: describe an organic reaction: reactants, conditions, products, and yield RXN SMILES: [CH3:1][N:2]([CH3:15])[C:3]1([C:13]#N)[CH2:12][CH2:11][C:6]2([O:10][CH2:9][CH2:8][O:7]2)[CH2:5][CH2:4]1.[C:16]1([Mg]Cl)[CH:21]=[CH:20]C=[CH:18][CH:17]=1>O1CCCC1>[CH3:1][N:2]([CH3:15])[C:3]1([C:13]2[CH:20]=[CH:21][CH:16]=[CH:17][CH:18]=2)[CH2:12][CH2:11][C:6]2([O:10][CH2:9][CH2:8][O:7]2)[CH2:5][CH2:4]1. Reaction conditions: time 8 hour. Reactants: ice, CN(C1(CCC2(OCCO2)CC1)C#N)C (8-dimethylamino-1,4-dioxa-spiro[4.5]decane-8-carbonitrile), solution, C1(=CC=CC=C1)[Mg]Cl (phenylmagnesium chloride). Yields the product CN(C1(CCC2(OCCO2)CC1)C1=CC=CC=C1)C (dimethyl-(8-phenyl-1,4-dioxa-spiro[4.5]dec-8-yl)-amine). The solvent is O1CCCC1 (tetrahydrofuran), O1CCCC1 (tetrahydrofuran). Procedure: 50.0 g of 8-dimethylamino-1,4-dioxa-spiro[4.5]decane-8-carbonitrile were dissolved in 400 ml of analytical grade tetrahydrofuran; 216 ml of a commercially available two molar solution of phenylmagnesium chloride in tetrahydrofuran were added dropwise under a nitrogen atmosphere, while cooling with an ice bath, and stirring was carried out overnight at room temperature. For working up, 200 ml of ice-cold ammonium chloride solution (20 wt. %) were added with stirring, while cooling with an ice bat... Reactants: CC(=C[C@H]1C([C@@H]1C(=O)Cl)(C)C)C ((1R)-trans-3-(2-methyl-1-propenyl)-2,2-dimethylcyclopropanecarboxylic acid chloride), CC=1C(CC(C1CC(F)(F)F)=C)O ((RS)-2-methyl-4-methylidene-3(2,2,2-trifluoroethyl)cyclopent-2-en-1-ol), N1=CC=CC=C1 (pyridine), N (ammonia). The reagents and catalysts are CN(C1=CC=NC=C1)C (4-dimethylaminopyridine), C(C)(C)(C)C1=C(C(=CC(=C1)C)C(C)(C)C)O (2,6-di-tert-butyl-4-methylphenol). Solvent: O1CCCC1 (terahydrofuran). Reaction conditions: time 2 hour. Product: CC(=C[C@H]1C([C@@H]1C(=O)OC1C(=C(C(C1)=C)CC(F)(F)F)C)(C)C)C ((RS)-2-methyl-4-methylidene-3-(2,2,2-trifluoroethyl)cyclopent-2-en-1-yl (1R)-trans-3-(2-methyl-1-propenyl)-2,2-dimethylcyclopropanecarboxylate). Yield: 52.4%. As a reaction SMILES: [CH3:1][C:2]([CH3:12])=[CH:3][C@@H:4]1[C@@H:6]([C:7](Cl)=[O:8])[C:5]1([CH3:11])[CH3:10].[CH3:13][C:14]1[CH:15]([OH:25])[CH2:16][C:17](=[CH2:24])[C:18]=1[CH2:19][C:20]([F:23])([F:22])[F:21].N1C=CC=CC=1.N>CN(C)C1C=CN=CC=1.O1CCCC1.C(C1C=C(C)C=C(C(C)(C)C)C=1O)(C)(C)C>[CH3:1][C:2]([CH3:12])=[CH:3][C@@H:4]1[C@@H:6]([C:7]([O:25][CH:15]2[CH2:16][C:17](=[CH2:24])[C:18]([CH2:19][C:20]([F:21])([F:22])[F:23])=[C:14]2[CH3:13])=[O:8])[C:5]1([CH3:11])[CH3:10]. Procedure: Under ice-water cooling, 350 mg of (1R)-trans-3-(2-methyl-1-propenyl)-2,2-dimethylcyclopropanecarboxylic acid chloride was added dropwise to the mixed solution of 300 mg of (RS)-2-methyl-4-methylidene-3(2,2,2-trifluoroethyl)cyclopent-2-en-1-ol, 5 mg of 2,6-di-tert-butyl-4-methylphenol, 185 mg of pyridine and 5 mg of 4-dimethylaminopyridine in 10 ml of dry terahydrofuran and then the resultant reaction mixture was allowed to react further 6 hours at room temperature. Then 10 ml of 10% aqueous amm... As a reaction SMILES: [CH3:1][c:2]1[cH:3][c:4]([C:5](=[O:6])[NH:7][CH:8]([CH2:9][CH2:10][C:11](=[O:12])[O:13][CH2:14][CH3:15])[C:16](=[O:17])[O:18][CH2:19][CH3:20])[cH:21][cH:22][c:23]1[N+:24]([O-:25])=[O:26].[CH3:27][OH:28].[CH3:29][CH2:30][OH:31]>>[CH3:1][c:2]1[cH:3][c:4]([C:5](=[O:6])[NH:7][CH:8]([CH2:9][CH2:10][C:11](=[O:12])[O:13][CH2:14][CH3:15])[C:16](=[O:17])[O:18][CH2:19][CH3:20])[cH:21][cH:22][c:23]1[NH2:24]. Product: CCOC(=O)CCC(NC(=O)c1ccc(N)c(C)c1)C(=O)OCC. Reactants: CCOC(=O)CCC(NC(=O)c1ccc([N+](=O)[O-])c(C)c1)C(=O)OCC, CO, CCO. Reactants: ClC=1C(=NC=CC1)N[C@H]1CN(CCC1)C(=O)OC(C)(C)C (tert-butyl (3R)-3-[(3-chloropyridin-2-yl)amino]piperidine-1-carboxylate), CC=1C=C2C(=NC1)N(N=N2)C=2C=CC(=NC2)C(=O)O (5-(6-methyl-3H-[1,2,3]triazolo[4,5-b]pyridin-3-yl)pyridine-2-carboxylic acid). Product: ClC=1C(=NC=CC1)N([C@H]1CN(CCC1)C(=O)OC(C)(C)C)C(=O)C1=NC=C(C=C1)N1N=NC=2C1=NC=C(C2)C (tert-butyl (3R)-3-[(3-chloropyridin-2-yl){[5-(6-methyl-3H-[1,2,3]triazolo[4,5-b]pyridin-3-yl)pyridin-2-yl]carbonyl}amino]piperidine-1-carboxylate). The yield is 43.2%. As a reaction SMILES: [Cl:1][C:2]1[C:3]([NH:8][C@@H:9]2[CH2:14][CH2:13][CH2:12][N:11]([C:15]([O:17][C:18]([CH3:21])([CH3:20])[CH3:19])=[O:16])[CH2:10]2)=[N:4][CH:5]=[CH:6][CH:7]=1.[CH3:22][C:23]1[CH:24]=[C:25]2[N:31]=[N:30][N:29]([C:32]3[CH:33]=[CH:34][C:35]([C:38](O)=[O:39])=[N:36][CH:37]=3)[C:26]2=[N:27][CH:28]=1>>[Cl:1][C:2]1[C:3]([N:8]([C:38]([C:35]2[CH:34]=[CH:33][C:32]([N:29]3[C:26]4=[N:27][CH:28]=[C:23]([CH3:22])[CH:24]=[C:25]4[N:31]=[N:30]3)=[CH:37][N:36]=2)=[O:39])[C@@H:9]2[CH2:14][CH2:13][CH2:12][N:11]([C:15]([O:17][C:18]([CH3:21])([CH3:20])[CH3:19])=[O:16])[CH2:10]2)=[N:4][CH:5]=[CH:6][CH:7]=1. Procedure: Prepared according to General Procedure A and C starting from Preparation 1 tert-butyl (3R)-3-[(3-chloropyridin-2-yl)amino]piperidine-1-carboxylate (3.22 g, 10.3 mmol) and Preparation 8 5-(6-methyl-3H-[1,2,3]triazolo[4,5-b]pyridin-3-yl)pyridine-2-carboxylic acid (2.51 g, 9.83 mmol) to provide 2.33 g (43%) of the product as a solid.